This data is from the Open Reaction Database (ORD), a public repository of structured organic reaction records. The task is: describe an organic reaction: reactants, conditions, products, and yield The reactants are C=CCC(O)(CC=C)CC(OC)OC, CC(C)O, [Cl-], ClCCl, [Na+], [OH-], O, OC[P+](CO)(CO)CO. The product is COC(CC1(O)CC=CC1)OC. Reaction SMILES: [CH3:1][O:2][CH:3]([CH2:4][C:5]([CH2:6][CH:7]=[CH2:8])([CH2:9][CH:10]=[CH2:11])[OH:12])[O:13][CH3:14].[CH:28]([OH:29])([CH3:30])[CH3:31].[Cl-:15].[Cl:25][CH2:26][Cl:27].[Na+:33].[OH-:32].[OH2:34].[OH:16][CH2:17][P+:18]([CH2:19][OH:20])([CH2:21][OH:22])[CH2:23][OH:24]>>[CH3:1][O:2][CH:3]([CH2:4][C:5]1([OH:12])[CH2:6][CH:11]=[CH:10][CH2:9]1)[O:13][CH3:14]. The reactants are FC1=C(C=CC(=C1)F)[C@]1(OC1)[C@H](C)O ((1S)-1-[(2R)-2-(2,4-difluorophenyl)-2-oxiranyl]ethanol), FC1=CC=C(C=C1)N1C(NC=C1)=O (1-(4-fluorophenyl)-2(1H,3H)-imidazolone), FC1=C(C=CC(=C1)F)[C@]1([C@@H](C)N2C(N(C=C2)C2=CC=C(C=C2)F)=O)CO1 (1-[(1R,2S)-2-(2,4-difluorophenyl)-2,3-epoxy-1-methylpropyl]-3-(4-fluorophenyl)-2(1H,3H)-imidazolone). Yields the product FC1=C(C=CC(=C1)F)[C@]1(OC1)[C@@H](C)OC=1N(C=CN1)C1=CC=C(C=C1)F ((2R)-2-(2,4-difluorophenyl)-2-[(1R)-1-[1-(4-fluorophenyl)-2-imidazolyloxy]ethyl]oxirane). The yield is 31.3%. Reaction SMILES: [F:1][C:2]1[CH:7]=[C:6]([F:8])[CH:5]=[CH:4][C:3]=1[C@:9]1([C@@H:12]([OH:14])[CH3:13])[CH2:11][O:10]1.[F:15][C:16]1[CH:21]=[CH:20][C:19]([N:22]2[CH:26]=[CH:25][NH:24][C:23]2=O)=[CH:18][CH:17]=1.FC1C=C(F)C=CC=1[C@]1(OC1)[C@H](N1C=CN(C2C=CC(F)=CC=2)C1=O)C>>[F:1][C:2]1[CH:7]=[C:6]([F:8])[CH:5]=[CH:4][C:3]=1[C@:9]1([C@H:12]([O:14][C:23]2[N:22]([C:19]3[CH:20]=[CH:21][C:16]([F:15])=[CH:17][CH:18]=3)[CH:26]=[CH:25][N:24]=2)[CH3:13])[CH2:11][O:10]1. Reported procedure: In the same manner as in Reference Example 5, starting from 1.95 g of (1S)-1-[(2R)-2-(2,4-difluorophenyl)-2-oxiranyl]ethanol and 1.39 g of 1-(4-fluorophenyl)-2(1H,3H)-imidazolone, 1.10 g of 1-[(1R,2S)-2-(2,4-difluorophenyl)-2,3-epoxy-1-methylpropyl]-3-(4-fluorophenyl)-2(1H,3H)-imidazolone and 0.88 g of (2R)-2-(2,4-difluorophenyl)-2-[(1R)-1-[1-(4-fluorophenyl)-2-imidazolyloxy]ethyl]oxirane were obtained. Reactants: ClC1=CC=CC=2C=3CCC(NC3CCC21)=O (7-chloro-1,2,5,6-tetrahydrobenzo[f]quinolin-3(4H)-one), [H-].[Al+3].[Li+].[H-].[H-].[H-] (lithium aluminum hydride), [OH-].[Na+] (sodium hydroxide). Solvent: O1CCCC1 (tetrahydrofuran). Yields the product ClC1=CC=CC=2C=3CCCNC3CCC21 (7-chloro-1,2,3,4,5,6-hexahydrobenzo[f]quinoline). Reaction SMILES: [Cl:1][C:2]1[C:15]2[CH2:14][CH2:13][C:12]3[NH:11][C:10](=O)[CH2:9][CH2:8][C:7]=3[C:6]=2[CH:5]=[CH:4][CH:3]=1.[H-].[Al+3].[Li+].[H-].[H-].[H-].[OH-].[Na+]>O1CCCC1>[Cl:1][C:2]1[C:15]2[CH2:14][CH2:13][C:12]3[NH:11][CH2:10][CH2:9][CH2:8][C:7]=3[C:6]=2[CH:5]=[CH:4][CH:3]=1 |f:1.2.3.4.5.6,7.8|. Procedure details: 4.0 g of 7-chloro-1,2,5,6-tetrahydrobenzo[f]quinolin-3(4H)-one were added portionwise within 35 minutes at between 20° and 25° to a suspension, stirred under nitrogen, of 1.30 g of lithium aluminum hydride in 60 ml of dry tetrahydrofuran. The reaction mixture was subsequently heated to boiling under reflux for 150 minutes, then cooled and thereupon treated at between 0° and 10° with 4.2 ml of 6.5N sodium hydroxide solution. The resulting suspension was filtered, whereupon the filter residue was ... Reactants: N1=CC=CC=C1 (pyridine), P(Cl)(Cl)(Cl)(Cl)Cl (phosphorus pentachloride), C1(=CC=CC=C1)C(C1=CC=CC=C1)OC(=O)C1C(CS[C@H]2N1C([C@H]2NC(CC2=CC=CC=C2)=O)=O)OS(=O)(=O)C2=CC=C(C=C2)C (3-p-toluenesulfonyloxy-7beta-phenylacetylaminocepham-4-carboxylic acid diphenylmethyl ester). Solvent: CO (methanol), ClCCl (dichloromethane), ice water, ClCCl (dichloromethane). Run at temperature -30 celsius, time 4 hour. Product: C1(=CC=CC=C1)C(C1=CC=CC=C1)OC(=O)C1C(CS[C@H]2N1C([C@H]2N)=O)OS(=O)(=O)C2=CC=C(C=C2)C (3-p-toluenesulfonyloxy-7beta-aminocepham-4-carboxylic acid diphenylmethyl ester). As a reaction SMILES: [C:1]1([CH:7]([O:14][C:15]([CH:17]2[N:22]3[C:23](=[O:35])[C@@H:24]([NH:25]C(=O)CC4C=CC=CC=4)[C@H:21]3[S:20][CH2:19][CH:18]2[O:36][S:37]([C:40]2[CH:45]=[CH:44][C:43]([CH3:46])=[CH:42][CH:41]=2)(=[O:39])=[O:38])=[O:16])[C:8]2[CH:13]=[CH:12][CH:11]=[CH:10][CH:9]=2)[CH:6]=[CH:5][CH:4]=[CH:3][CH:2]=1.N1C=CC=CC=1.P(Cl)(Cl)(Cl)(Cl)Cl>ClCCl.CO>[C:8]1([CH:7]([O:14][C:15]([CH:17]2[N:22]3[C:23](=[O:35])[C@@H:24]([NH2:25])[C@H:21]3[S:20][CH2:19][CH:18]2[O:36][S:37]([C:40]2[CH:41]=[CH:42][C:43]([CH3:46])=[CH:44][CH:45]=2)(=[O:39])=[O:38])=[O:16])[C:1]2[CH:6]=[CH:5][CH:4]=[CH:3][CH:2]=2)[CH:9]=[CH:10][CH:11]=[CH:12][CH:13]=1. Reported procedure: To a solution of 3-p-toluenesulfonyloxy-7beta-phenylacetylaminocepham-4-carboxylic acid diphenylmethyl ester (3d) in dichloromethane (7 parts) cooling at -25° to -20° C. under nitrogen are added pyridine (2 equivalents) and phosphorus pentachloride (1.7 equivalents). After stirring at -15° to -10° C. for 4 hours, the mixture is diluted with methanol (12 parts) cooled at -30° C., stirred at -30° to -25° C. for 30 minutes and at 0° to 5° C. for 2 hours. The reaction mixture is diluted with dichlor... Starting materials: O=C([O-])[O-], COc1ccc(CCl)cc1, CN(C)C=O, Cn1c(=O)[nH]c2cccc(Nc3ccc(Cl)cc3)c21, [K+], [K+], O. Yields the product COc1ccc(Cn2c(=O)n(C)c3c(Nc4ccc(Cl)cc4)cccc32)cc1. As a reaction SMILES: [C:30](=[O:31])([O-:32])[O-:33].[CH3:20][O:21][c:22]1[cH:23][cH:24][c:25]([CH2:26][Cl:27])[cH:28][cH:29]1.[CH3:36][N:37]([CH3:38])[CH:39]=[O:40].[Cl:1][c:2]1[cH:3][cH:4][c:5]([NH:8][c:9]2[cH:10][cH:11][cH:12][c:13]3[c:14]2[n:15]([CH3:19])[c:16](=[O:18])[nH:17]3)[cH:6][cH:7]1.[K+:34].[K+:35].[OH2:41]>>[Cl:1][c:2]1[cH:3][cH:4][c:5]([NH:8][c:9]2[cH:10][cH:11][cH:12][c:13]3[c:14]2[n:15]([CH3:19])[c:16](=[O:18])[n:17]3[CH2:26][c:25]2[cH:24][cH:23][c:22]([O:21][CH3:20])[cH:29][cH:28]2)[cH:6][cH:7]1. As a reaction SMILES: [Mg].[CH3:2][SiH:3]([CH3:5])Cl.Br[C:7]1[CH:16]=[CH:15][C:10]([O:11][SiH:12]([CH3:14])[CH3:13])=[CH:9][CH:8]=1>O1CCCC1>[CH3:2][SiH:3]([CH3:5])[C:7]1[CH:16]=[CH:15][C:10]([O:11][SiH:12]([CH3:14])[CH3:13])=[CH:9][CH:8]=1. Product: C[SiH](C1=CC=C(O[SiH](C)C)C=C1)C (4-dimethylsilylphenoxydimethylsilane). The solvent is O1CCCC1 (tetrahydrofuran). Procedure details: To a three-necked 2-1 flask containing 37.0 g (1.52 mol) of magnesium, 94.0 g (1 mol) of dimethylchlorosilane and 100 ml of freshly-distilled tetrahydrofuran was added slowly and under nitrogen a solution of 328.0 g (1.42 mol) of 4-bromophenoxydimethylsilane and 94.0 g (1 mol) of dimethylchlorosilane. During the addition, the reaction temperature was kept at 40°-50° C. After the addition was complete, the reaction mixture was refluxed and part of the tetrahydrofuran was removed by distillation. ... Reactants: [Mg] (magnesium), C[SiH](Cl)C (dimethylchlorosilane), BrC1=CC=C(O[SiH](C)C)C=C1 (4-bromophenoxydimethylsilane), C[SiH](Cl)C (dimethylchlorosilane). Starting materials: BrCCN1C(SCC1=O)=O (3-(2-bromoethyl)-2,4-thiazolidinedione), ClC=1C=C(C=CC1)N1CCNCC1 (1-(3-chlorophenyl)piperazine). Yields the product Cl.ClC=1C=C(C=CC1)N1CCN(CC1)CCN1C(SCC1=O)=O (3-[2-[4-(3-CHLOROPHENYL)-1-PIPERAZINYL]ETHYL]-2,4-THIAZOLIDINEDIONE HYDROCHLORIDE). As a reaction SMILES: Br[CH2:2][CH2:3][N:4]1[C:8](=[O:9])[CH2:7][S:6][C:5]1=[O:10].[Cl:11][C:12]1[CH:13]=[C:14]([N:18]2[CH2:23][CH2:22][NH:21][CH2:20][CH2:19]2)[CH:15]=[CH:16][CH:17]=1>>[ClH:11].[Cl:11][C:12]1[CH:13]=[C:14]([N:18]2[CH2:23][CH2:22][N:21]([CH2:2][CH2:3][N:4]3[C:8](=[O:9])[CH2:7][S:6][C:5]3=[O:10])[CH2:20][CH2:19]2)[CH:15]=[CH:16][CH:17]=1 |f:2.3|. Reported procedure: Reaction of 3-(2-bromoethyl)-2,4-thiazolidinedione with 1-(3-chlorophenyl)piperazine according to the procedure of Example 1(c) affords 3-[2-[4-(3-CHLOROPHENYL)-1-PIPERAZINYL]ETHYL]-2,4-THIAZOLIDINEDIONE HYDROCHLORIDE, m.p. 210°-213° C., from ethanol (43% yield).